From a dataset of the Open Reaction Database (ORD), a public repository of structured organic reaction records. describe an organic reaction: reactants, conditions, products, and yield The reactants are COC=1C=C2C=CC(=CC2=CC1)C#N (6-methoxynaphthalene-2-carbonitrile), IN1C(CCC1=O)=O (N-iodosuccinimide), C(O)([O-])=O.[Na+] (sodium hydrogencarbonate). Solvent: C(C)#N (ACN), C(=O)(C(F)(F)F)O (TFA). Reaction conditions: time 4 hour. The product is IC1=C2C=CC(=CC2=CC=C1OC)C#N (5-iodo-6-methoxynaphthalene-2-carbonitrile). As a reaction SMILES: [CH3:1][O:2][C:3]1[CH:4]=[C:5]2[C:10](=[CH:11][CH:12]=1)[CH:9]=[C:8]([C:13]#[N:14])[CH:7]=[CH:6]2.[I:15]N1C(=O)CCC1=O.C(=O)([O-])O.[Na+]>C(#N)C.C(O)(C(F)(F)F)=O>[I:15][C:4]1[C:3]([O:2][CH3:1])=[CH:12][CH:11]=[C:10]2[C:5]=1[CH:6]=[CH:7][C:8]([C:13]#[N:14])=[CH:9]2 |f:2.3|. Procedure details: A mixture of 6-methoxynaphthalene-2-carbonitrile (1.0 g, 5.5 mmol), N-iodosuccinimide (1.4 g, 6.0 mmol) in ACN (10 ml) and TFA (125 μl) is stirred at RT for 4 h. A saturated aqueous solution of sodium hydrogencarbonate is added and the mixture extracted with DCM. The combined organic layers are extracted with an aqueous solution of sodium thiosulfate, dried over MgSO4 and concentrated in vacuo. The product is purified by RP HPLC. Yield: 1.68 g (99%). HPLC-MS: tR=1.32 min (METHOD—1). The reactants are CN(C1CCOCC1)CC1=CC=C(C=C1)NC(=O)C=1CCS(C2=C(C1)C=C(C=C2)C2=CC=C(C=C2)OCCC)(=O)=O (N-[4-[[N-methyl-N-(tetrahydropyran-4-yl)amino]methyl]phenyl]-7-(4-propoxyphenyl)-1,1-dioxo-2,3-dihydro-1-benzothiepine-4-carboxamide), Cl (hydrochloric acid). The solvent is C1CCOC1 (THF). Reaction conditions: time 2 hour. The product is Cl.CN(C1CCOCC1)CC1=CC=C(C=C1)NC(=O)C=1CCS(C2=C(C1)C=C(C=C2)C2=CC=C(C=C2)OCCC)(=O)=O (N-[4-[[N-methyl-N-(tetrahydropyran-4-yl)amino]methyl]phenyl]-7-(4-propoxyphenyl)-1,1-dioxo-2,3-dihydro-1-benzothiepine-4-carboxamide hydrochloride). As a reaction SMILES: [CH3:1][N:2]([CH2:9][C:10]1[CH:15]=[CH:14][C:13]([NH:16][C:17]([C:19]2[CH2:20][CH2:21][S:22](=[O:41])(=[O:40])[C:23]3[CH:29]=[CH:28][C:27]([C:30]4[CH:35]=[CH:34][C:33]([O:36][CH2:37][CH2:38][CH3:39])=[CH:32][CH:31]=4)=[CH:26][C:24]=3[CH:25]=2)=[O:18])=[CH:12][CH:11]=1)[CH:3]1[CH2:8][CH2:7][O:6][CH2:5][CH2:4]1.[ClH:42]>C1COCC1>[ClH:42].[CH3:1][N:2]([CH2:9][C:10]1[CH:15]=[CH:14][C:13]([NH:16][C:17]([C:19]2[CH2:20][CH2:21][S:22](=[O:41])(=[O:40])[C:23]3[CH:29]=[CH:28][C:27]([C:30]4[CH:31]=[CH:32][C:33]([O:36][CH2:37][CH2:38][CH3:39])=[CH:34][CH:35]=4)=[CH:26][C:24]=3[CH:25]=2)=[O:18])=[CH:12][CH:11]=1)[CH:3]1[CH2:4][CH2:5][O:6][CH2:7][CH2:8]1 |f:3.4|. Procedure details: To a solution of N-[4-[[N-methyl-N-(tetrahydropyran-4-yl)amino]methyl]phenyl]-7-(4-propoxyphenyl)-1,1-dioxo-2,3-dihydro-1-benzothiepine-4-carboxamide (17.6 g) in THF (1160 ml) was added at room temperature 6N hydrochloric acid (10 ml), and the mixture was stirred for 2 hours. Precipitated crystals were collected by filtration and washed with THF and diisopropylether to give colorless crystals, which were recrystallized from ethanol/water to give colorless crystals of N-[4-[[N-methyl-N-(tetrahydr... The reactants are CC(C)(C)O, [K+], N#Cc1ccc(Oc2ccc3c(c2)CCC3=O)cc1, [OH-]. The product is NC(=O)c1ccc(Oc2ccc3c(c2)CCC3=O)cc1. As a reaction SMILES: [C:22]([OH:23])([CH3:24])([CH3:25])[CH3:26].[K+:21].[O:1]=[C:2]1[CH2:3][CH2:4][c:5]2[cH:6][c:7]([O:11][c:12]3[cH:13][cH:14][c:15]([C:16]#[N:17])[cH:18][cH:19]3)[cH:8][cH:9][c:10]21.[OH-:20]>>[O:1]=[C:2]1[CH2:3][CH2:4][c:5]2[cH:6][c:7]([O:11][c:12]3[cH:13][cH:14][c:15]([C:16]([NH2:17])=[O:20])[cH:18][cH:19]3)[cH:8][cH:9][c:10]21. The reactants are OC=1C=C(N)C=CC1OC (3-hydroxy-4-methoxyaniline), C(C)(C)N(CC)C(C)C (diisopropylethylamine), BrC1=CC2=C(N=CN=C2Cl)N1 (6-Bromo-4-chloro-7H-pyrrolo[2,3-d]pyrimidine). The solvent is C(CCC)O (n-butanol). Run at temperature 120 celsius. Product: BrC1=CC2=C(N=CN=C2NC=2C=CC(=C(C2)O)OC)N1 (5-(6-bromo-7H-pyrrolo[2,3-d]pyrimidin-4-ylamino)-2-methoxy-phenol). Yield: 69.9%. RXN SMILES: [Br:1][C:2]1[NH:11][C:5]2[N:6]=[CH:7][N:8]=[C:9](Cl)[C:4]=2[CH:3]=1.[OH:12][C:13]1[CH:14]=[C:15]([CH:17]=[CH:18][C:19]=1[O:20][CH3:21])[NH2:16].C(N(C(C)C)CC)(C)C>C(O)CCC>[Br:1][C:2]1[NH:11][C:5]2[N:6]=[CH:7][N:8]=[C:9]([NH:16][C:15]3[CH:17]=[CH:18][C:19]([O:20][CH3:21])=[C:13]([OH:12])[CH:14]=3)[C:4]=2[CH:3]=1. Procedure details: 6-Bromo-4-chloro-7H-pyrrolo[2,3-d]pyrimidine (100 mg, 0.41 mmol), prepared as in reference 1, is mixed with 3-hydroxy-4-methoxyaniline (170 mg, 1.22 mmol) and diisopropylethylamine (213 μL, 1.22 mmol) in n-butanol (1.3 mL). The mixture is heated to 120° C. for 18 hours, with stirring. The reaction is then cooled to ambient temperature and the solvent is removed. The resultant crude product is purified by flash column chromatography using a gradient of 3-5% MeOH in DCM to yield 5-(6-bromo-7H-pyrr...